This data is from the Open Reaction Database (ORD), a public repository of structured organic reaction records. The task is: describe an organic reaction: reactants, conditions, products, and yield The reactants are C(#N)C1=CC=C(C=C1)N1CCC(CC1)NC(=O)OC(C)(C)C (1-(4-cyanophenyl)-4-tert.butyloxycarbonylamino-piperidine), FC1=CC=C(C#N)C=C1 (4-fluorobenzonitrile), C(C)(C)(C)OC1CCN(CC1)N=C=O (4-tert.butyloxy-carbonylamino-piperidine). The product is C(=O)(O)C1CCN(CC1)C1=CC=C(C=C1)C#N (4-Carboxy-1-(4-cyanophenyl)-piperidine). Reaction SMILES: C(C1C=CC(N2CCC(N[C:16]([O:18]C(C)(C)C)=[O:17])CC2)=CC=1)#N.F[C:24]1[CH:31]=[CH:30][C:27]([C:28]#[N:29])=[CH:26][CH:25]=1.C(O[CH:37]1[CH2:42][CH2:41][N:40](N=C=O)[CH2:39][CH2:38]1)(C)(C)C>>[C:16]([CH:37]1[CH2:38][CH2:39][N:40]([C:24]2[CH:31]=[CH:30][C:27]([C:28]#[N:29])=[CH:26][CH:25]=2)[CH2:41][CH2:42]1)([OH:18])=[O:17]. Procedure details: 1-(4-cyanophenyl)-4-tert.butyloxycarbonylamino-piperidine By reacting 4-fluorobenzonitrile with 4-tert.butyloxy-carbonylamino-piperidine